From a dataset of the Open Reaction Database (ORD), a public repository of structured organic reaction records. describe an organic reaction: reactants, conditions, products, and yield The reactants are [Cl-].NC=1C(=CC2=NC3=CC(=C(C=C3[N+](=C2C1)C1=CC=CC=C1)N)C)C (3,7-diamino-2,8-dimethyl-5-phenyl-phenazinium chloride), N(=O)[O-].[Na+] (sodium nitrite), F[B-](F)(F)F.[H+] (tetrafluoroboric acid), [S-]C#N.[Na+] (sodium thiocyanate). Solvent: aqueous solution. Reaction conditions: temperature 50 celsius. The product is F[B-](F)(F)F.NC=1C=C2[N+](=C3C=C(C(=CC3=NC2=CC1C)C)SC#N)C1=CC=CC=C1 (7-amino-2,8-dimethyl-3-thiocyanato-5-phenyl-phenazinium tetrafluoroborate). Reaction SMILES: [Cl-].N[C:3]1[C:4]([CH3:25])=[CH:5][C:6]2[C:15]([CH:16]=1)=[N+:14]([C:17]1[CH:22]=[CH:21][CH:20]=[CH:19][CH:18]=1)[C:13]1[C:8](=[CH:9][C:10]([CH3:24])=[C:11]([NH2:23])[CH:12]=1)[N:7]=2.[F:26][B-:27]([F:30])([F:29])[F:28].[H+].[S-:32][C:33]#[N:34].[Na+].N([O-])=O.[Na+]>>[F:26][B-:27]([F:30])([F:29])[F:28].[NH2:23][C:11]1[CH:12]=[C:13]2[C:8](=[CH:9][C:10]=1[CH3:24])[N:7]=[C:6]1[C:15]([CH:16]=[C:3]([S:32][C:33]#[N:34])[C:4]([CH3:25])=[CH:5]1)=[N+:14]2[C:17]1[CH:22]=[CH:21][CH:20]=[CH:19][CH:18]=1 |f:0.1,2.3,4.5,6.7,8.9|. Procedure details: 1 g of 3,7-diamino-2,8-dimethyl-5-phenyl-phenazinium chloride were suspended in 15 ml of 50 wt.-% tetrafluoroboric acid and heated to 50° C. Then, 10 ml of an aqueous solution consisting of 1.109 g sodium thiocyanate and 454 mg of sodium nitrite were added dropwise over one hour at a temperature of 50 to 60° C. and thereafter stirred for another hour at this temperature. The reaction formulation was cooled down to room temperature, the resulting black solid matter was filtered away and dried. Th... Starting materials: NC1=NNC=C1 (3-aminopyrazole), O\C=C\1/C(NC2=CC=CC=C12)=O (Z-3-[(hydroxy)-methylene]-1,3-dihydro-indol-2-one), BrC=1C(=NNC1)N (4-bromo-1H-pyrazol-3-ylamine). Solvent: O1CCCC1 (tetrahydrofuran). Yields the product BrC=1C(=NNC1)NC=C1C(NC2=CC=CC=C12)=O (3-[(4-Bromo-1H-pyrazol-3-ylamino)-methylene]-1,3-dihydro-indol-2-one). Reaction SMILES: NC1C=CNN=1.O/[CH:8]=[C:9]1\[C:10](=[O:18])[NH:11][C:12]2[C:17]\1=[CH:16][CH:15]=[CH:14][CH:13]=2.[Br:19][C:20]1[C:21]([NH2:25])=[N:22][NH:23][CH:24]=1>O1CCCC1>[Br:19][C:20]1[C:21]([NH:25][CH:8]=[C:9]2[C:17]3[C:12](=[CH:13][CH:14]=[CH:15][CH:16]=3)[NH:11][C:10]2=[O:18])=[N:22][NH:23][CH:24]=1. Reported procedure: The named compound is prepared by substituting 4-bromo-1H-pyrazol-3-ylamine for 3-aminopyrazole in the reaction of Example 1. Specifically, E & Z-3-[(hydroxy)-methylene]-1,3-dihydro-indol-2-one (0.100 gms.) is reacted with 0.2141 gms. of 4-bromo-1H-pyrazol-3-ylamine by refluxing in tetrahydrofuran (2.5 mL). The reactants are C(CC)(=O)NCCCCCCC#N (7-propionamidoheptanonitrile), [H-].[Al+3].[Li+].[H-].[H-].[H-] (lithium aluminum hydride), C(CC)C(CCCCCCN)N (n-propyl-1,7-heptanediamine), NCCCCCCC#N (7-aminoheptanonitrile), C(CC)(=O)Cl (propionyl chloride), C(CC)(=O)NCCCCCCC#N (7-propionamidoheptanonitrile). The solvent is N1=CC=CC=C1 (pyridine), O1CCCC1 (tetrahydrofuran), C1=CC=CC=C1 (benzene), O1CCCC1 (tetrahydrofuran). The product is C(CC)NCCCCCCCN (N-n-propyl-1,7-heptanediamine). As a reaction SMILES: [C:1]([NH:5][CH2:6][CH2:7][CH2:8][CH2:9][CH2:10][CH2:11][C:12]#[N:13])(=O)[CH2:2][CH3:3].NCCCCCCC#N.C(Cl)(=O)CC.C(C(N)CCCCCCN)CC.[H-].[Al+3].[Li+].[H-].[H-].[H-]>O1CCCC1.C1C=CC=CC=1.N1C=CC=CC=1>[CH2:1]([NH:5][CH2:6][CH2:7][CH2:8][CH2:9][CH2:10][CH2:11][CH2:12][NH2:13])[CH2:2][CH3:3] |f:4.5.6.7.8.9|. Procedure: The intermediate N-n-propyl-1,7-heptanediamine was prepared in two steps following the procedure described in Example 119. There was first obtained, as an amber liquid, 14.4 g. of 7-propionamidoheptanonitrile using 10.0 g. of 7-aminoheptanonitrile, 8.1 g. of propionyl chloride, 6.9 g. of pyridine and 100 ml. of benzene. Next was obtained 9.3 g. of n-propyl-1,7-heptanediamine, b.p. 112°-116° C. at 5 mm., using 8.0 g. of lithium aluminum hydride in 900 ml. of tetrahydrofuran and 18.2 g. of 7-propi... Starting materials: solution, Cl (hydrochloric acid), C(C1=CC=CC=C1)[C@@H]([C@@H](CNC1(CC1)C1=CC(=CC=C1)C(F)(F)F)O)NC(OC(C)(C)C)=O (tert-butyl [(1S,2R)-1-benzyl-2-hydroxy-3-({1-[3-(trifluoromethyl)phenyl]cyclopropyl}amino)propyl]carbamate). The solvent is O1CCOCC1 (dioxane), ClCCl (dichloromethane). Run at time 30 minute. Yields the product Cl.N[C@H]([C@@H](CNC1(CC1)C1=CC(=CC=C1)C(F)(F)F)O)CC1=CC=CC=C1 ((2R,3S)-3-amino-4-phenyl-1-({1-[3-(trifluoromethyl)phenyl]cyclopropyl}amino)butan-2-ol hydrochloride). As a reaction SMILES: [CH2:1]([C@H:8]([NH:26]C(=O)OC(C)(C)C)[C@H:9]([OH:25])[CH2:10][NH:11][C:12]1([C:15]2[CH:20]=[CH:19][CH:18]=[C:17]([C:21]([F:24])([F:23])[F:22])[CH:16]=2)[CH2:14][CH2:13]1)[C:2]1[CH:7]=[CH:6][CH:5]=[CH:4][CH:3]=1.[ClH:34]>ClCCl.O1CCOCC1>[ClH:34].[NH2:26][C@@H:8]([CH2:1][C:2]1[CH:7]=[CH:6][CH:5]=[CH:4][CH:3]=1)[C@H:9]([OH:25])[CH2:10][NH:11][C:12]1([C:15]2[CH:20]=[CH:19][CH:18]=[C:17]([C:21]([F:22])([F:23])[F:24])[CH:16]=2)[CH2:14][CH2:13]1 |f:4.5|. Reported procedure: 6.8 g of tert-butyl [(1S,2R)-1-benzyl-2-hydroxy-3-({1-[3-(trifluoromethyl)phenyl]cyclopropyl}amino)propyl]carbamate are then dissolved in 250 cm3 of dichloromethane at a temperature close to 20° C. 36.6 cm3 of a 4M solution of hydrochloric acid in dioxane are added. The reaction mixture is kept stirring for 1 h 30 min at a temperature close to 20° C. The reaction mixture is concentrated using a rotary evaporator under reduced pressure (5 kPa). The beige solid obtained is triturated in diisopropy...